This data is from the Open Reaction Database (ORD), a public repository of structured organic reaction records. The task is: describe an organic reaction: reactants, conditions, products, and yield Reactants: C([C@@H]1[C@H]([C@@H]([C@H]([C@H](O1)O[C@]2([C@H]([C@@H]([C@H](O2)CO)O)O)CO)O)O)O)O (sucrose), suspension, C(=O)C(C(=O)OCC)CC1=CC=CC=C1 (ethyl α-formyl-β-phenylpropionate), [Cl-].[Na+] (sodium chloride), O=C[C@H](O)[C@@H](O)[C@H](O)[C@H](O)CO (glucose). The solvent is O (water). Run at temperature 30 celsius, time 3 day. The product is C(C1=CC=CC=C1)[C@@H](C(=O)OCC)CO (ethyl (R)-(+)-2-benzyl-3-hydroxypropionate). RXN SMILES: C(O)[C@H]1O[C@H](O[C@]2(CO)O[C@H](CO)[C@@H](O)[C@@H]2O)[C@H](O)[C@@H](O)[C@@H]1O.[Cl-].[Na+].O=C[C@@H]([C@H]([C@@H]([C@@H](CO)O)O)O)O.[CH:38]([CH:40]([CH2:46][C:47]1[CH:52]=[CH:51][CH:50]=[CH:49][CH:48]=1)[C:41]([O:43][CH2:44][CH3:45])=[O:42])=[O:39]>O>[CH2:46]([C@H:40]([CH2:38][OH:39])[C:41]([O:43][CH2:44][CH3:45])=[O:42])[C:47]1[CH:52]=[CH:51][CH:50]=[CH:49][CH:48]=1 |f:1.2|. Procedure: Penicillium notatum NRRL 832 was cultivated on an agar slant with 7.5 ml of medium 5 consisting of 2 wt.% of sucrose, 1.5 wt.% of agar and 96.5 wt.% of beer wort (specific gravity 1.05-1.035) having a pH of 6.5. After incubation at 30° C. for 6 days the batch was treated with 9 ml of 0.9% (wt./vol.) sodium chloride solution and the cells were suspended. Subsequently, a shaking flask containing 100 ml of medium 6, which consisted of 1 wt.% of cornsteep, 1 wt.% of soya meal, 1 wt.% of glucose and ... RXN SMILES: [N+:1]([C:4]1[CH:5]=[CH:6][C:7]([O:10][CH2:11][CH2:12][Si:13]([CH3:16])([CH3:15])[CH3:14])=[N:8][CH:9]=1)([O-])=O>C(O)C.[Pt]=O>[NH2:1][C:4]1[CH:5]=[CH:6][C:7]([O:10][CH2:11][CH2:12][Si:13]([CH3:16])([CH3:15])[CH3:14])=[N:8][CH:9]=1. Yield: 62.1%. Reagents/catalysts: [Pt]=O (platinum oxide). The reactants are [N+](=O)([O-])C=1C=CC(=NC1)OCC[Si](C)(C)C (5-Nitro-2-[2-(trimethylsilyl)ethoxy]pyridine). The solvent is C(C)O (ethanol). Procedure: 5-Nitro-2-[2-(trimethylsilyl)ethoxy]pyridine (36.8 g) was dissolved in ethanol (270 ml) and catalytically hydrogenated at atmospheric pressure over platinum oxide (300 mg). The catalyst was removed by filtration through diatomaceous earth. The solvent was removed by evaporation and the residue triturated with hexane to give 5-amino-2-[2-(trimethylsilyl)ethoxy]pyridine (20.0 g), as dark crystals, m.p. 59°-61° C.; NMR: 0.0(s,9H), 0.95-1.05(m,2H), 3.1-3.3(br s, 2H), 4.2-4.3(m,2H), 6.5(d,1H), 6.95(d... The product is NC=1C=CC(=NC1)OCC[Si](C)(C)C (5-amino-2-[2-(trimethylsilyl)ethoxy]pyridine). The reactants are ClCCl, Clc1ccc(CCN2CCNCC2)cc1, O=C(Cl)c1ccccc1C(F)(F)F. The product is Cl, O=C(c1ccccc1C(F)(F)F)N1CCN(CCc2ccc(Cl)cc2)CC1. Reaction SMILES: [CH2:29]([Cl:30])[Cl:31].[Cl:14][c:15]1[cH:16][cH:17][c:18]([CH2:19][CH2:20][N:21]2[CH2:22][CH2:23][NH:24][CH2:25][CH2:26]2)[cH:27][cH:28]1.[F:1][C:2]([c:3]1[c:4]([C:5](=[O:6])[Cl:7])[cH:8][cH:9][cH:10][cH:11]1)([F:12])[F:13]>>[ClH:7].[F:1][C:2]([c:3]1[c:4]([C:5](=[O:6])[N:24]2[CH2:23][CH2:22][N:21]([CH2:20][CH2:19][c:18]3[cH:17][cH:16][c:15]([Cl:14])[cH:28][cH:27]3)[CH2:26][CH2:25]2)[cH:8][cH:9][cH:10][cH:11]1)([F:12])[F:13]. The reactants are C(C)(=O)OCC (ethyl acetate), C([O-])([O-])=O.[K+].[K+] (potassium carbonate), NC=1C=C(C=NC1)C(=O)OC (methyl 5-amino-3-pyridinecarboxylate), COC1OC(CC1)OC (2.5-dimethoxytetrahydrofuran). Run in O (water), C(C)(=O)O (acetic acid). The product is N1(C=CC=C1)C=1C=C(C=NC1)C(=O)OC (methyl 5-(pyrrol-1-yl)-3-pyridinecarboxylate). Yield: 57.1%. As a reaction SMILES: [NH2:1][C:2]1[CH:3]=[C:4]([C:8]([O:10][CH3:11])=[O:9])[CH:5]=[N:6][CH:7]=1.CO[CH:14]1[CH2:18][CH2:17][CH:16](OC)O1.C(OCC)(=O)C.C(=O)([O-])[O-].[K+].[K+]>C(O)(=O)C.O>[N:1]1([C:2]2[CH:3]=[C:4]([C:8]([O:10][CH3:11])=[O:9])[CH:5]=[N:6][CH:7]=2)[CH:14]=[CH:18][CH:17]=[CH:16]1 |f:3.4.5|. Procedure details: A mixture of methyl 5-amino-3-pyridinecarboxylate (1.7 g) and 2.5-dimethoxytetrahydrofuran (2.2 g) in acetic acid (5 ml) was refluxed for 30 minutes. After being cooled to room temperature, the reaction mixture was poured into a mixture of ethyl acetate (50 ml) and water (50 ml) under stirring, and adjusted to pH 8.5 with 10% potassium carbonate aqueous solution. The organic layer was washed with brine and dried over magnesium sulfate. The solvent was evaporated in vacuo and the residue was recr... Starting materials: FC1=C(C(=O)OC)C=CC(=C1)C1=CN=C(N=N1)S(=O)C (methyl 2-fluoro-4-[3-(methylsulfinyl)-1,2,4-triazin-6-yl]benzoate), O.NN (hydrazine hydrate). Run in O1CCCC1 (tetrahydrofuran). Conditions: time 1.5 hour. Yields the product FC1=C(C(=O)OC)C=CC(=C1)C1=CN=C(N=N1)NN (methyl 2-fluoro-4-(3-hydrazino-1,2,4-triazin-6-yl)benzoate). Reaction SMILES: [F:1][C:2]1[CH:11]=[C:10]([C:12]2[N:17]=[N:16][C:15](S(C)=O)=[N:14][CH:13]=2)[CH:9]=[CH:8][C:3]=1[C:4]([O:6][CH3:7])=[O:5].O.[NH2:22][NH2:23]>O1CCCC1>[F:1][C:2]1[CH:11]=[C:10]([C:12]2[N:17]=[N:16][C:15]([NH:22][NH2:23])=[N:14][CH:13]=2)[CH:9]=[CH:8][C:3]=1[C:4]([O:6][CH3:7])=[O:5] |f:1.2|. Procedure: To a suspension of methyl 2-fluoro-4-[3-(methylsulfinyl)-1,2,4-triazin-6-yl]benzoate (0.19 g, 0.00064 mol) in tetrahydrofuran (20 mL) was added hydrazine hydrate (63 μL, 0.0013 mol) slowly. The mixture was stirred at RT for 1.5 h. The mixture was concentrated under reduced pressure to yield the desired product. Analytical LCMS: (M+H)+=264.1. Starting materials: COC(=O)c1ccc(C#CCNC(=O)OC(C)(C)C)cc1, C1CCOC1, Cl, C1COCCO1. Product: Cl, COC(=O)c1ccc(C#CCN)cc1. RXN SMILES: [C:1]([O:2][C:3]([CH3:4])([CH3:5])[CH3:6])(=[O:7])[NH:8][CH2:9][C:10]#[C:11][c:12]1[cH:13][cH:14][c:15]([C:16](=[O:17])[O:18][CH3:19])[cH:20][cH:21]1.[CH2:29]1[O:30][CH2:31][CH2:32][CH2:33]1.[ClH:22].[O:23]1[CH2:24][CH2:25][O:26][CH2:27][CH2:28]1>>[ClH:22].[NH2:8][CH2:9][C:10]#[C:11][c:12]1[cH:13][cH:14][c:15]([C:16](=[O:17])[O:18][CH3:19])[cH:20][cH:21]1.